This data is from the Open Reaction Database (ORD), a public repository of structured organic reaction records. The task is: describe an organic reaction: reactants, conditions, products, and yield Starting materials: C(CCCCCCC)(=O)C1=CC=CC=C1 (Octanophenone), C(C)[SiH](CC)CC (triethylsilane), ClCCC(=O)Cl (3-Chloropropionyl chloride), [Cl-].[Al+3].[Cl-].[Cl-] (aluminium chloride). The reagents and catalysts are [Ti](Cl)(Cl)(Cl)Cl (Titanium tetrachloride). Run in ClCCl (dichloromethane), ClCCl (dichloromethane), ClCCl (dichloromethane), O (water). Conditions: temperature 5 celsius. Product: ClCCC(=O)C1=CC=C(C=C1)CCCCCCCC (3-chloro-1-(4-octylphenyl)propan-1-one). As a reaction SMILES: [C:1]([C:10]1[CH:15]=[CH:14][CH:13]=[CH:12][CH:11]=1)(=O)[CH2:2][CH2:3][CH2:4][CH2:5][CH2:6][CH2:7][CH3:8].C([SiH](CC)CC)C.[Cl-].[Al+3].[Cl-].[Cl-].[Cl:27][CH2:28][CH2:29][C:30](Cl)=[O:31]>ClCCl.[Ti](Cl)(Cl)(Cl)Cl.O>[Cl:27][CH2:28][CH2:29][C:30]([C:13]1[CH:14]=[CH:15][C:10]([CH2:1][CH2:2][CH2:3][CH2:4][CH2:5][CH2:6][CH2:7][CH3:8])=[CH:11][CH:12]=1)=[O:31] |f:2.3.4.5|. Reported procedure: Octanophenone (50 g), dichloromethane (250 mL), and triethylsilane (69.77 g) are charged into a round bottom flask, stirred, and cooled to 0-10° C. Titanium tetrachloride (55.7 g) in dichloromethane (250 mL) is added to the reaction mixture over 30-35 minutes at temperature below 10° C. and the reaction mixture is stirred at a temperature of 25-30° C. for about 1 hour. The reaction mixture is filtered through a hyflo bed and washed with dichloromethane (100 mL). The filtrate obtained is charged ... Starting materials: [H-].[Na+] (sodium hydride), [Cl-].[NH4+] (ammonium chloride), C(C#CC)OC1=CC(=NC=N1)C(C1=CC=CC=C1)O (6-(2-butynyloxy)-4-(α-hydroxybenzyl)pyrimidine), COCCl (chloromethyl methyl ether). Solvent: O1CCCC1 (tetrahydrofuran), O1CCCC1 (tetrahydrofuran). Run at time 15 minute. Yields the product C(C#CC)OC1=CC(=NC=N1)C(C1=CC=CC=C1)OCOC (6-(2-butynyloxy)-4-(α-methoxymethoxybenzyl)pyrimidine). Yield: 106.5%. Reaction SMILES: [H-].[Na+].[CH2:3]([O:7][C:8]1[N:13]=[CH:12][N:11]=[C:10]([CH:14]([OH:21])[C:15]2[CH:20]=[CH:19][CH:18]=[CH:17][CH:16]=2)[CH:9]=1)[C:4]#[C:5][CH3:6].[CH3:22][O:23][CH2:24]Cl.[Cl-].[NH4+]>O1CCCC1>[CH2:3]([O:7][C:8]1[N:13]=[CH:12][N:11]=[C:10]([CH:14]([O:21][CH2:22][O:23][CH3:24])[C:15]2[CH:16]=[CH:17][CH:18]=[CH:19][CH:20]=2)[CH:9]=1)[C:4]#[C:5][CH3:6] |f:0.1,4.5|. Reported procedure: In 1.5 ml of tetrahydrofuran was suspended 0.05 g of sodium hydride (60% in oil), to which 0.2 g of 6-(2-butynyloxy)-4-(α-hydroxybenzyl)pyrimidine was added under ice cooling, followed by stirring for 15 minutes. Then, 0.2 ml of a tetrahydrofuran solution containing 0.08 g of chloromethyl methyl ether was slowly added dropwise, followed by further stirring at the same temperature for 2 hours. The reaction mixture was then poured into a saturated aqueous ammonium chloride solution and extracted t... Starting materials: [OH-].C(C)[N+](CC)(CC)CC (tetraethylammonium hydroxide), C(C)O[Si](OCC)(OCC)OCC (tetraethoxysilane). Run in O (water). Run at time 24 hour. Yields the product [Si]([O-])([O-])([O-])[O-].C(C)[N+](CC)(CC)CC.C(C)[N+](CC)(CC)CC.C(C)[N+](CC)(CC)CC.C(C)[N+](CC)(CC)CC (tetraethylammonium silicate). As a reaction SMILES: [OH-].[CH2:2]([N+:4]([CH2:9][CH3:10])([CH2:7][CH3:8])[CH2:5][CH3:6])[CH3:3].C([O:13][Si:14]([O:21]CC)([O:18]CC)[O:15]CC)C>O>[Si:14]([O-:21])([O-:18])([O-:15])[O-:13].[CH2:2]([N+:4]([CH2:9][CH3:10])([CH2:7][CH3:8])[CH2:5][CH3:6])[CH3:3].[CH2:2]([N+:4]([CH2:9][CH3:10])([CH2:7][CH3:8])[CH2:5][CH3:6])[CH3:3].[CH2:2]([N+:4]([CH2:9][CH3:10])([CH2:7][CH3:8])[CH2:5][CH3:6])[CH3:3].[CH2:2]([N+:4]([CH2:9][CH3:10])([CH2:7][CH3:8])[CH2:5][CH3:6])[CH3:3] |f:0.1,4.5.6.7.8|. Reported procedure: About 412 g (400 ml) of 40 percent aqueous tetraethylammonium hydroxide solution (Fluka, D-710 Neu-Ulm) were diluted with 200 ml of water, and then 225 g (240.6 ml= 1.08 mol of Si) of tetraethoxysilane were slowly added. The mixture was then stirred at room temperature for 24 hours. It was then concentrated by distillation to 45.2 percent of the original weight and the solution was crystallized at 4° C. The reactants are BrC=1C=C2C=CC(=CC2=CC1)O (6-bromo-2-naphthol), BrCCCO (3-bromopropanol), [OH-].[K+] (potassium hydroxide). Solvent: C(C)O (ethanol). Yields the product BrC=1C=C2C=CC(=CC2=CC1)OCCCO (6-bromo-2-(3-hydroxypropyloxy)-naphthalene). Yield: 40.0%. Reaction SMILES: [Br:1][C:2]1[CH:3]=[C:4]2[C:9](=[CH:10][CH:11]=1)[CH:8]=[C:7]([OH:12])[CH:6]=[CH:5]2.Br[CH2:14][CH2:15][CH2:16][OH:17].[OH-].[K+]>C(O)C>[Br:1][C:2]1[CH:3]=[C:4]2[C:9](=[CH:10][CH:11]=1)[CH:8]=[C:7]([O:12][CH2:14][CH2:15][CH2:16][OH:17])[CH:6]=[CH:5]2 |f:2.3|. Procedure details: mixture of 6-bromo-2-naphthol (10.0 g), 3-bromopropanol (9.4 g) and potassium hydroxide (3.0 g) in 50 ml of ethanol was refluxed for 16 h. The mixture was washed with diethyl ether and water. The combined organic layers were dried, filtered, and concentrated. The crude product was crystallized from ethanol to give 6-bromo-2-(3-hydroxypropyloxy)-naphthalene in 40% yield. The reactants are CCO, ClC(Cl)Cl, CCOC(=O)Cl, Nc1ccc(O)c(C(=O)O)c1. Product: CCOC(=O)Oc1ccc(N)cc1C(=O)O. Reaction SMILES: [CH3:22][CH2:23][OH:24].[CH:18]([Cl:19])([Cl:20])[Cl:21].[Cl:12][C:13](=[O:14])[O:15][CH2:16][CH3:17].[NH2:1][c:2]1[cH:3][cH:4][c:5]([OH:11])[c:6]([C:7](=[O:8])[OH:9])[cH:10]1>>[NH2:1][c:2]1[cH:3][cH:4][c:5]([O:11][C:13](=[O:14])[O:15][CH2:16][CH3:17])[c:6]([C:7](=[O:8])[OH:9])[cH:10]1. Reactants: CO, COc1nn(C)cc1[N+](=O)[O-]. Yields the product COc1nn(C)cc1N. As a reaction SMILES: [CH3:12][OH:13].[CH3:1][O:2][c:3]1[n:4][n:5]([CH3:11])[cH:6][c:7]1[N+:8]([O-:9])=[O:10]>>[CH3:1][O:2][c:3]1[n:4][n:5]([CH3:11])[cH:6][c:7]1[NH2:8]. Reactants: C(CCCC)C12CCC(CC1)(CC2)C2=CC=C(C=C2)C2CCC(CC2)=O (4-[4-(4-pentylbicyclo[2.2.2]octyl)penyl]cyclohexanone), Cl (hydrochloric acid), [BH4-].[Na+] (sodium borohydride). The solvent is CO.CCOCC (methanol ether), CO.CCOCC (methanol ether). Reaction conditions: time 8 hour. Yields the product C(\C=C\CCC)O[C@@H]1CC[C@H](CC1)C1=CC=C(C=C1)C12CCC(CC1)(CC2)CCCCC (1-[4-(trans-4-[(E)-hex-2-enyloxy]cyclohexyl)phenyl]-4-pentylbicyclo[2.2.2]octane). Isolated yield 127.8%. RXN SMILES: [CH2:1]([C:6]12[CH2:13][CH2:12][C:9]([C:14]3[CH:19]=[CH:18][C:17]([CH:20]4[CH2:25][CH2:24][C:23](=[O:26])[CH2:22][CH2:21]4)=[CH:16][CH:15]=3)([CH2:10][CH2:11]1)[CH2:8][CH2:7]2)[CH2:2][CH2:3][CH2:4][CH3:5].[BH4-].[Na+].Cl>CO.CCOCC>[CH2:3]([O:26][C@H:23]1[CH2:24][CH2:25][C@H:20]([C:17]2[CH:18]=[CH:19][C:14]([C:9]34[CH2:8][CH2:7][C:6]([CH2:1][CH2:2][CH2:3][CH2:4][CH3:5])([CH2:11][CH2:10]3)[CH2:13][CH2:12]4)=[CH:15][CH:16]=2)[CH2:21][CH2:22]1)/[CH:2]=[CH:1]/[CH2:6][CH2:7][CH3:8] |f:1.2,4.5|. Reported procedure: 4-[4-(4-pentylbicyclo[2.2.2]octyl)penyl]cyclohexanone (1.5 g, 4.3 mmol) and a mixture of 9:1 methanol/ether (25 cm3) is added dropwise to a freshly prepared mixture of sodium borohydride (1.2 g, 8.5 mmol) and a mixture of 9:1 methanol/ether (25 cm3) at 0° C. When the addition is complete, the reaction mixture is stirred overnight at room temperature. A 25 per cent hydrochloric acid solution is added carefully to the reaction mixture, which was extracted into ethyl acetate (3×50 cm3). The combine... Starting materials: C(=O)C1=C(OCCCCC(=O)OCC)C=CC=C1OCC1=CC=CC=C1 (ethyl 5-(2-formyl-3-benzyloxyphenoxy)pentanoate), [OH-].[K+] (potassium hydroxide). Solvent: C(C)O (ethanol). Run at time 5 hour. Yields the product C(=O)C1=C(OCCCCC(=O)O)C=CC=C1OCC1=CC=CC=C1 (5-(2-formyl-3-benzyloxyphenoxy) pentanoic acid). As a reaction SMILES: [CH:1]([C:3]1[C:18]([O:19][CH2:20][C:21]2[CH:26]=[CH:25][CH:24]=[CH:23][CH:22]=2)=[CH:17][CH:16]=[CH:15][C:4]=1[O:5][CH2:6][CH2:7][CH2:8][CH2:9][C:10]([O:12]CC)=[O:11])=[O:2].[OH-].[K+]>C(O)C>[CH:1]([C:3]1[C:18]([O:19][CH2:20][C:21]2[CH:22]=[CH:23][CH:24]=[CH:25][CH:26]=2)=[CH:17][CH:16]=[CH:15][C:4]=1[O:5][CH2:6][CH2:7][CH2:8][CH2:9][C:10]([OH:12])=[O:11])=[O:2] |f:1.2|. Procedure details: A mixture of ethyl 5-(2-formyl-3-benzyloxyphenoxy)pentanoate (3.61 g, 0.01 M), potassium hydroxide (1.19 g, 0.021 M) and ethanol (40 ml) were stirred at 50°-60° C. for 5 hours. The ethanol was then removed in vacuo, the residue dissolved in water (50 ml) and the solution extracted with ether (2×80 ml). The aqueous layer was then acidified by the addition of 2N aqueous hydrochloric acid and the product extracted with ether (3×50 ml), and the combined extracts washed with water to neutrality, drie... Reactants: N1C=CC2=CC=CC(=C12)C(=O)OC (methyl 7-indolecarboxylate), [H-].[H-].[H-].[H-].[Li+].[Al+3] (LiAlH4), C1CCOC1 (THF), Indole-7. Product: C(C)C=1NC2=CC=CC=C2C1 (Ethyl Indole), carboxylate, N1C=CC2=CC=CC(=C12)CO ((1H-indol-7-yl)-methanol). Isolated yield 98.0%. RXN SMILES: [NH:1]1[C:9]2[C:4](=[CH:5][CH:6]=[CH:7][C:8]=2[C:10](OC)=[O:11])[CH:3]=[CH:2]1.[H-].[H-].[H-].[H-].[Li+].[Al+3].[CH2:20]1COC[CH2:21]1>>[CH2:20]([C:2]1[NH:1][C:9]2[C:4]([CH:3]=1)=[CH:5][CH:6]=[CH:7][CH:8]=2)[CH3:21].[NH:1]1[C:9]2[C:4](=[CH:5][CH:6]=[CH:7][C:8]=2[CH2:10][OH:11])[CH:3]=[CH:2]1 |f:1.2.3.4.5.6|. Procedure details: Indole-7 carboxyldehyde (I-1). Ethyl Indole-7 m carboxylate was prepared according to literature procedure {Batcho B. and Leimgruber, K., Org. Syn. Vol IIV, page 34-40). To a solution of methyl 7-indolecarboxylate (13 g, 74.2 mmol) in 250 ml of anhydrous THF was added LiAlH4 (10.9 g, 0.288 mol) in portions, and reaction mixture was heated to reflux for 2 h. After cooling to room temperature, the excess hydride was quenched by addition of water (12 mL), 15% NaOH (12 mL) and water (26 mL). The sol... Reactants: OC1=NC2=CC=CC=C2C=C1 (2-hydroxyquinoline), ClS(=O)(=O)O (chlorosulphonic acid). Run in ClCCl (dichloromethane). Reaction conditions: time 2 day. Product: O=C1NC2=CC=C(C=C2C=C1)S(=O)(=O)Cl (2-Oxo-1,2-dihydro-quinoline-6-sulfonyl chloride). Isolated yield 70.9%. Reaction SMILES: [OH:1][C:2]1[CH:11]=[CH:10][C:9]2[C:4](=[CH:5][CH:6]=[CH:7][CH:8]=2)[N:3]=1.[Cl:12][S:13](O)(=[O:15])=[O:14]>ClCCl>[O:1]=[C:2]1[CH:11]=[CH:10][C:9]2[C:4](=[CH:5][CH:6]=[C:7]([S:13]([Cl:12])(=[O:15])=[O:14])[CH:8]=2)[NH:3]1. Reported procedure: To an ice bath cooled stirred slurry of 2-hydroxyquinoline (30.5 g, 0.210 mol) in dichloromethane (300 cm3) was added chlorosulphonic acid (70 cm3, 1.05 mol) in 4 equal sized batches. This was left to stir at room temperature for 2 days then slowly poured onto crushed ice. Large amount of a white solid formed in the lower chlorinated layer. This was filtered off and dried in vacua to yield 2-Oxo-1,2-dihydro-quinoline-6-sulfonyl chloride as a dry white solid (36.3 g); δH (300 MHz; D6 DMSO) 6.51–6...